Dataset: the Open Reaction Database (ORD), a public repository of structured organic reaction records. Task: describe an organic reaction: reactants, conditions, products, and yield Reactants: CCCCn1c(=O)[nH]c2ccc(OC)c(OC)c2c1=N, O=C1CCC(=O)N1Cl, ClC(Cl)Cl. The product is CCCCn1c(=O)[nH]c2c(Cl)cc(OC)c(OC)c2c1=N. Reaction SMILES: [CH2:1]([CH2:2][CH2:3][CH3:4])[n:5]1[c:6](=[O:20])[nH:7][c:8]2[cH:9][cH:10][c:11]([O:18][CH3:19])[c:12]([O:16][CH3:17])[c:13]2[c:14]1=[NH:15].[Cl:21][N:22]1[C:23](=[O:24])[CH2:25][CH2:26][C:27]1=[O:28].[Cl:29][CH:30]([Cl:31])[Cl:32]>>[CH2:1]([CH2:2][CH2:3][CH3:4])[n:5]1[c:6](=[O:20])[nH:7][c:8]2[c:9]([Cl:21])[cH:10][c:11]([O:18][CH3:19])[c:12]([O:16][CH3:17])[c:13]2[c:14]1=[NH:15].